Dataset: the Open Reaction Database (ORD), a public repository of structured organic reaction records. Task: describe an organic reaction: reactants, conditions, products, and yield Reactants: [N+](=O)([O-])C1=CC=C(C=C1)C1=NC2=C(C=NC(=C2)NC(=O)C23CC4CC(CC(C2)C4)C3)N1 (Adamantane carboxylic acid [2-(4-nitro-phenyl)-3H-imidazo[4,5-c]pyridine-6-yl]-amide). The reagents and catalysts are [Ni] (Raney Nickel). Solvent: CCO (EtOH). The product is NC1=CC=C(C=C1)C1=NC2=C(C=NC(=C2)NC(=O)C23CC4CC(CC(C2)C4)C3)N1 (Adamantane carboxylic acid [2-(4-amino-phenyl)-3H-imidazo[4,5-c]pyridine-6-yl]-amide). Isolated yield 107.5%. RXN SMILES: [N+:1]([C:4]1[CH:9]=[CH:8][C:7]([C:10]2[NH:31][C:13]3[CH:14]=[N:15][C:16]([NH:18][C:19]([C:21]45[CH2:30][CH:25]6[CH2:26][CH:27]([CH2:29][CH:23]([CH2:24]6)[CH2:22]4)[CH2:28]5)=[O:20])=[CH:17][C:12]=3[N:11]=2)=[CH:6][CH:5]=1)([O-])=O>[Ni].CCO>[NH2:1][C:4]1[CH:5]=[CH:6][C:7]([C:10]2[NH:31][C:13]3[CH:14]=[N:15][C:16]([NH:18][C:19]([C:21]45[CH2:22][CH:23]6[CH2:29][CH:27]([CH2:26][CH:25]([CH2:24]6)[CH2:30]4)[CH2:28]5)=[O:20])=[CH:17][C:12]=3[N:11]=2)=[CH:8][CH:9]=1. Procedure: A solution of 13 (0.200 g, 0.48 mmol) and Raney Nickel (0.200 ml) in EtOH (10 ml) was stirred under H2 atmosphere at 80° C. for 90 min. TLC showed no starting material. The product was freed from catalyst by filtering through a celite pad and evaporated to dryness to afford the amine 14 (0.200 g, 100%) used for the next step.